This data is from the Open Reaction Database (ORD), a public repository of structured organic reaction records. The task is: describe an organic reaction: reactants, conditions, products, and yield Reactants: CCOC(=O)CCN(c1nc2cc(F)c(F)cc2cc1C(=O)OCC)C1CC1, CC(=O)O, CCO, O. Yields the product CCOC(=O)C1CN(C2CC2)c2nc3cc(F)c(F)cc3cc2C1=O. RXN SMILES: [CH2:1]([O:2][C:4](=[O:5])[c:6]1[c:7]([N:18]([CH2:19][CH2:20][C:21](=[O:22])[O:23][CH2:24][CH3:25])[CH:26]2[CH2:27][CH2:28]2)[n:8][c:9]2[cH:10][c:11]([F:17])[c:12]([F:16])[cH:13][c:14]2[cH:15]1)[CH3:3].[CH3:29][C:30](=[O:31])[OH:32].[CH3:34][CH2:35][OH:36].[OH2:33]>>[C:4]1(=[O:5])[c:6]2[c:7]([n:8][c:9]3[cH:10][c:11]([F:17])[c:12]([F:16])[cH:13][c:14]3[cH:15]2)[N:18]([CH:26]2[CH2:27][CH2:28]2)[CH2:19][CH:20]1[C:21](=[O:22])[O:23][CH2:24][CH3:25]. The reactants are CC(C)(C)OC(=O)NCCCBr, Cc1ccccc1C1(C#N)CCNCC1, CCN(C(C)C)C(C)C, CN(C)C=O. Product: Cc1ccccc1C1(C#N)CCN(CCCNC(=O)OC(C)(C)C)CC1. RXN SMILES: [C:16]([CH3:17])([CH3:18])([CH3:19])[O:20][C:21](=[O:22])[NH:23][CH2:24][CH2:25][CH2:26][Br:27].[C:1](#[N:2])[C:3]1([c:9]2[c:10]([CH3:15])[cH:11][cH:12][cH:13][cH:14]2)[CH2:4][CH2:5][NH:6][CH2:7][CH2:8]1.[CH:28]([N:29]([CH:30]([CH3:31])[CH3:32])[CH2:33][CH3:34])([CH3:35])[CH3:36].[O:37]=[CH:38][N:39]([CH3:40])[CH3:41]>>[C:1](#[N:2])[C:3]1([c:9]2[c:10]([CH3:15])[cH:11][cH:12][cH:13][cH:14]2)[CH2:4][CH2:5][N:6]([CH2:26][CH2:25][CH2:24][NH:23][C:21]([O:20][C:16]([CH3:17])([CH3:18])[CH3:19])=[O:22])[CH2:7][CH2:8]1. Reactants: [OH-].[Na+] (sodium hydroxide), C1N(CCN2[C@@H]1C1=C(CC3=C2C=CC=C3)C=CC=C1)CCCC(=O)OCC (ethyl (R)-4-(1,2,3,4,10,14b-hexahydrodibenzo[c,f]pyrazino[1.2-a]azepin-2-yl)butyrate), Cl (hydrochloric acid). Run in C(C)O (ethanol). Reaction conditions: time 1 hour. The product is Cl.C1N(CCN2[C@@H]1C1=C(CC3=C2C=CC=C3)C=CC=C1)CCCC(=O)O ((R)-4-(1.2,3,4,10,14b-Hexahydrodibenzo[c,f]pyrazino[1,2-a]azepin-2-yl)butyric acid hydrochloride). Isolated yield 76.0%. Reaction SMILES: [OH-].[Na+].[CH2:3]1[C@H:8]2[C:9]3[CH:21]=[CH:20][CH:19]=[CH:18][C:10]=3[CH2:11][C:12]3[CH:17]=[CH:16][CH:15]=[CH:14][C:13]=3[N:7]2[CH2:6][CH2:5][N:4]1[CH2:22][CH2:23][CH2:24][C:25]([O:27]CC)=[O:26].[ClH:30]>C(O)C>[ClH:30].[CH2:3]1[C@H:8]2[C:9]3[CH:21]=[CH:20][CH:19]=[CH:18][C:10]=3[CH2:11][C:12]3[CH:17]=[CH:16][CH:15]=[CH:14][C:13]=3[N:7]2[CH2:6][CH2:5][N:4]1[CH2:22][CH2:23][CH2:24][C:25]([OH:27])=[O:26] |f:0.1,5.6|. Procedure details: 20 ml of a 10% w/v aqueous solution of sodium hydroxide were added to a solution of 14.34 g of ethyl (R)-4-(1,2,3,4,10,14b-hexahydrodibenzo[c,f]pyrazino[1.2-a]azepin-2-yl)butyrate (prepared as described in Example 5) in 100 ml of ethanol, and the resulting mixture was stirred at room temperature for 1 hour. At the end of this time, the pH of the reaction mixture was adjusted to a value of 2 by the addition of 10% w/v aqueous hydrochloric acid, and the solvent was removed by distillation under re... The reactants are BrC=1C(=NC(=NC1)Cl)Cl (5-Bromo-2,4-dichloropyrimidine), NCC(CC)NC(OCC1=CC=CC=C1)=O (benzyl N-[1-(aminomethyl)propyl]carbamate), BrC=1C(=NC(=NC1)Cl)NCCNC(OC(C)(C)C)=O (tert-butyl N-[2-[(5-bromo-2-chloro-pyrimidin-4-yl)amino]ethyl]carbamate). Yields the product BrC=1C(=NC(=NC1)Cl)NCC(CC)NC(OCC1=CC=CC=C1)=O (benzyl N-[1-[[(5-bromo-2-chloro-pyrimidin-4-yl)amino]methyl]propyl]carbamate). As a reaction SMILES: [Br:1][C:2]1[C:3](Cl)=[N:4][C:5]([Cl:8])=[N:6][CH:7]=1.[NH2:10][CH2:11][CH:12]([NH:15][C:16](=[O:25])[O:17][CH2:18][C:19]1[CH:24]=[CH:23][CH:22]=[CH:21][CH:20]=1)[CH2:13][CH3:14].BrC1C(NCCNC(=O)OC(C)(C)C)=NC(Cl)=NC=1>>[Br:1][C:2]1[C:3]([NH:10][CH2:11][CH:12]([NH:15][C:16](=[O:25])[O:17][CH2:18][C:19]2[CH:24]=[CH:23][CH:22]=[CH:21][CH:20]=2)[CH2:13][CH3:14])=[N:4][C:5]([Cl:8])=[N:6][CH:7]=1. Procedure details: benzyl N-[1-[[(5-bromo-2-chloro-pyrimidin-4-yl)amino]methyl]propyl]carbamate is synthesized by treating 5-Bromo-2,4-dichloropyrimidine with benzyl N-[1-(aminomethyl)propyl]carbamate using similar experimental conditions as described for the synthesis of tert-butyl N-[2-[(5-bromo-2-chloro-pyrimidin-4-yl)amino]ethyl]carbamate. LCMS (ESI) (M+H) 413 The reactants are CS(=O)(=O)Cl, CN(C)C=O, CC(=O)NC1=NC(C)(c2ccc(N)cc2)CS1, [Na+], [Na+], O=C([O-])[O-]. Product: CC(=O)NC1=NC(C)(c2ccc(NS(C)(=O)=O)cc2)CS1. Reaction SMILES: [CH3:18][S:19](=[O:20])(=[O:21])[Cl:22].[CH3:29][N:30]([CH3:31])[CH:32]=[O:33].[NH2:1][c:2]1[cH:3][cH:4][c:5]([C:8]2([CH3:17])[N:9]=[C:10]([NH:13][C:14]([CH3:15])=[O:16])[S:11][CH2:12]2)[cH:6][cH:7]1.[Na+:23].[Na+:24].[O-:25][C:26](=[O:27])[O-:28]>>[NH:1]([c:2]1[cH:3][cH:4][c:5]([C:8]2([CH3:17])[N:9]=[C:10]([NH:13][C:14]([CH3:15])=[O:16])[S:11][CH2:12]2)[cH:6][cH:7]1)[S:19]([CH3:18])(=[O:20])=[O:21]. The reactants are COC(=O)C(CC1CCN(C)CC1)c1ccc(C=CC(=O)Nc2ccccc2NC(=O)OC(C)(C)C)cc1, CO, Cl, [Li+], [OH-], O. The product is CN1CCC(CC(C(=O)O)c2ccc(C=CC(=O)Nc3ccccc3NC(=O)OC(C)(C)C)cc2)CC1. RXN SMILES: [CH3:1][O:2][C:3]([CH:4]([CH2:5][CH:6]1[CH2:7][CH2:8][N:9]([CH3:12])[CH2:10][CH2:11]1)[c:13]1[cH:14][cH:15][c:16]([CH:19]=[CH:20][C:21]([NH:22][c:23]2[c:24]([NH:29][C:30](=[O:31])[O:32][C:33]([CH3:34])([CH3:35])[CH3:36])[cH:25][cH:26][cH:27][cH:28]2)=[O:37])[cH:17][cH:18]1)=[O:38].[CH3:42][OH:43].[ClH:41].[Li+:40].[OH-:39].[OH2:44]>>[O:2]=[C:3]([CH:4]([CH2:5][CH:6]1[CH2:7][CH2:8][N:9]([CH3:12])[CH2:10][CH2:11]1)[c:13]1[cH:14][cH:15][c:16]([CH:19]=[CH:20][C:21]([NH:22][c:23]2[c:24]([NH:29][C:30](=[O:31])[O:32][C:33]([CH3:34])([CH3:35])[CH3:36])[cH:25][cH:26][cH:27][cH:28]2)=[O:37])[cH:17][cH:18]1)[OH:38]. The reactants are N(N)C1=NC=CC(=N1)C1=CC=CC=C1 (2-hydrazino-4-phenylpyrimidine), C(CC)(OCC)(OCC)OCC (triethyl orthopropionate). Reaction SMILES: [NH:1]([C:3]1[N:8]=[C:7]([C:9]2[CH:14]=[CH:13][CH:12]=[CH:11][CH:10]=2)[CH:6]=[CH:5][N:4]=1)[NH2:2].[C:15](OCC)(OCC)(OCC)[CH2:16][CH3:17]>>[CH2:16]([C:17]1[N:4]2[CH:5]=[CH:6][C:7]([C:9]3[CH:14]=[CH:13][CH:12]=[CH:11][CH:10]=3)=[N:8][C:3]2=[N:1][N:2]=1)[CH3:15]. Procedure: A mixture of 1.55 g. of 2-hydrazino-4-phenylpyrimidine and 25 ml. of triethyl orthopropionate is refluxed for 6 hours. On cooling the desired compound is obtained by filtration, m.p. 246°-247° C. Product: C(C)C1=NN=C2N1C=CC(=N2)C2=CC=CC=C2 (3-Ethyl-7-phenyl-1,2,4-triazolo[4,3-a]pyrimidine). Starting materials: CCS(=O)(=O)Cl, COc1ccc2nc(NC3CCCNC3)sc2c1, CN1CCCC1=O, CCOC(C)=O, CCN(C(C)C)C(C)C, Cl, O. The product is CCS(=O)(=O)N1CCCC(Nc2nc3ccc(OC)cc3s2)C1. As a reaction SMILES: [CH2:20]([CH3:21])[S:22](=[O:23])(=[O:24])[Cl:25].[CH3:2][O:3][c:4]1[cH:5][c:6]2[c:7]([n:8][c:9]([NH:11][CH:12]3[CH2:13][NH:14][CH2:15][CH2:16][CH2:17]3)[s:10]2)[cH:18][cH:19]1.[CH3:35][N:36]1[CH2:37][CH2:38][CH2:39][C:40]1=[O:41].[CH3:43][CH2:44][O:45][C:46](=[O:47])[CH3:48].[CH:26]([N:27]([CH2:28][CH3:29])[CH:30]([CH3:31])[CH3:32])([CH3:33])[CH3:34].[ClH:1].[OH2:42]>>[CH3:2][O:3][c:4]1[cH:5][c:6]2[c:7]([n:8][c:9]([NH:11][CH:12]3[CH2:13][N:14]([S:22]([CH2:20][CH3:21])(=[O:23])=[O:24])[CH2:15][CH2:16][CH2:17]3)[s:10]2)[cH:18][cH:19]1. Starting materials: FC(C(=O)O)(F)F (trifluoroacetic acid), C(C)(C)(C)C1=C(C=CC2=C1C=C(O2)C)O (4-t-butyl-5-hydroxy-2-methylbenzofuran), ice water. Run in C(C)[SiH](CC)CC (triethylsilane). Conditions: temperature 0 celsius, time 15 minute. Yields the product C(C)(C)(C)C1=C(C=CC2=C1CC(O2)C)O (4-t-butyl-5-hydroxy-2-methyl-2,3-dihydrobenzofuran). Yield: 71.3%. As a reaction SMILES: FC(F)(F)C(O)=O.[C:8]([C:12]1[C:17]2[CH:18]=[C:19]([CH3:21])[O:20][C:16]=2[CH:15]=[CH:14][C:13]=1[OH:22])([CH3:11])([CH3:10])[CH3:9]>C([SiH](CC)CC)C>[C:8]([C:12]1[C:17]2[CH2:18][CH:19]([CH3:21])[O:20][C:16]=2[CH:15]=[CH:14][C:13]=1[OH:22])([CH3:11])([CH3:9])[CH3:10]. Procedure: Under ice-cooling, 1.4 ml of trifluoroacetic acid was added dropwise to 0.25 g of 4-t-butyl-5-hydroxy-2-methylbenzofuran in 2.8 ml of triethylsilane. After stirring at 0° C. for 15 minutes and then at room temperature for 18 hours, the mixture was poured into ice water and extracted with ethyl acetate. The extracted layers were washed with a saturated aqueous sodium bicarbonate solution, dried over anhydrous magnesium sulfate, and then concentrated. The concentrate was purified by silica gel col...